Dataset: the Open Reaction Database (ORD), a public repository of structured organic reaction records. Task: describe an organic reaction: reactants, conditions, products, and yield Starting materials: CS(C)=O, CC(=O)[O-], O=C(Cc1ccncc1)c1ccc(F)cc1, [Na+], O. The product is O=C(C(=O)c1ccc(F)cc1)c1ccncc1. RXN SMILES: [CH3:17][S:18](=[O:19])[CH3:20].[CH3:22][C:23](=[O:24])[O-:25].[F:1][c:2]1[cH:3][cH:4][c:5]([C:8]([CH2:9][c:10]2[cH:11][cH:12][n:13][cH:14][cH:15]2)=[O:16])[cH:6][cH:7]1.[Na+:21].[OH2:26]>>[F:1][c:2]1[cH:3][cH:4][c:5]([C:8]([C:9]([c:10]2[cH:11][cH:12][n:13][cH:14][cH:15]2)=[O:19])=[O:16])[cH:6][cH:7]1. The reactants are COC=1C=C2C(=CC=NC2=CC1OC)OC1=CC=C(C=C1)N (4-(6,7-dimethoxy-quinoline-4-yloxy)-phenylamine), C([O-])([O-])=O.[K+].[K+] (potassium carbonate), O (water), FC1=CC=C(C=C1)NC(=O)C1(CC1)C(=O)Cl (1-(4-fluoro-phenylcarbamoyl)-cyclopropanecarbonyl chloride), O (water). The solvent is C1CCOC1 (THF). Reaction conditions: temperature 22.5 celsius, time 10 hour. The product is COC=1C=C2C(=CC=NC2=CC1OC)OC1=CC=C(C=C1)NC(=O)C1(CC1)C(=O)NC1=CC=C(C=C1)F (N-(4-{[6,7-bis(methyloxy)quinolin-4-yl]oxy}phenyl)-N′-(4-fluorophenyl)cyclopropane-1,1-dicarboxamide). RXN SMILES: [F:1][C:2]1[CH:7]=[CH:6][C:5]([NH:8][C:9]([C:11]2([C:14](Cl)=[O:15])[CH2:13][CH2:12]2)=[O:10])=[CH:4][CH:3]=1.[CH3:17][O:18][C:19]1[CH:20]=[C:21]2[C:26](=[CH:27][C:28]=1[O:29][CH3:30])[N:25]=[CH:24][CH:23]=[C:22]2[O:31][C:32]1[CH:37]=[CH:36][C:35]([NH2:38])=[CH:34][CH:33]=1.C(=O)([O-])[O-].[K+].[K+].O>C1COCC1>[CH3:17][O:18][C:19]1[CH:20]=[C:21]2[C:26](=[CH:27][C:28]=1[O:29][CH3:30])[N:25]=[CH:24][CH:23]=[C:22]2[O:31][C:32]1[CH:33]=[CH:34][C:35]([NH:38][C:14]([C:11]2([C:9]([NH:8][C:5]3[CH:6]=[CH:7][C:2]([F:1])=[CH:3][CH:4]=3)=[O:10])[CH2:13][CH2:12]2)=[O:15])=[CH:36][CH:37]=1 |f:2.3.4|. Procedure details: The solution from the previous step containing 1-(4-fluoro-phenylcarbamoyl)-cyclopropanecarbonyl chloride was added to a mixture of 4-(6,7-dimethoxy-quinoline-4-yloxy)-phenylamine (3.0 kg) and potassium carbonate (4.0 kg) in THF (27.0 kg) and water (13.0 kg) at a rate such that the batch temperature did not exceed 30° C. When the reaction was complete (in typically 10 minutes), water (74.0 kg) was added. The mixture was stirred at 15-30° C. for approximately 10 hours, which resulted in the preci... Starting materials: O (water), O (water), OC1=C(C(=CC(=C1)N1CCOCC1)O)C(C)=O (1-(2,6-dihydroxy-4-morpholin-4-yl-phenyl)-ethanone), C(=O)([O-])[O-].[K+].[K+] (K2CO3), C(C1=CC=C(C=C1)OC)(=O)Cl (p-anisoyl chloride). The solvent is CC(=O)C (acetone). Run at temperature 80 celsius, time 15 minute. Product: OC1=C2C(C=C(OC2=CC(=C1)N1CCOCC1)C1=CC=C(C=C1)OC)=O (5-hydroxy-2-(4-methoxy-phenyl)-7-morpholin-4-yl-chromen-4-one). Isolated yield 5.4%. RXN SMILES: [OH:1][C:2]1[CH:7]=[C:6]([N:8]2[CH2:13][CH2:12][O:11][CH2:10][CH2:9]2)[CH:5]=[C:4]([OH:14])[C:3]=1[C:15](=[O:17])[CH3:16].C([O-])([O-])=O.[K+].[K+].[C:24](Cl)(=O)[C:25]1[CH:30]=[CH:29][C:28]([O:31][CH3:32])=[CH:27][CH:26]=1.O>CC(C)=O>[OH:1][C:2]1[CH:7]=[C:6]([N:8]2[CH2:13][CH2:12][O:11][CH2:10][CH2:9]2)[CH:5]=[C:4]2[C:3]=1[C:15](=[O:17])[CH:16]=[C:24]([C:25]1[CH:30]=[CH:29][C:28]([O:31][CH3:32])=[CH:27][CH:26]=1)[O:14]2 |f:1.2.3|. Procedure details: To a suspension of 1-(2,6-dihydroxy-4-morpholin-4-yl-phenyl)-ethanone (112 mg, 0.472 mmol) and K2CO3 (326 mg, 2.36 mmol) in acetone (3 mL) was added p-anisoyl chloride (0.066 mL, 0.472 mmol). The reaction vessel was sealed and heated to 80° C. for 4 days. After cooling to room temperature, water (about 2 mL) was added, and the mixture was allowed to stir for about 15 min. The contents were transferred to a separatory funnel containing water (5 mL) and extracted with EtOAc (3×15 mL). The organic ...